Task: describe an organic reaction: reactants, conditions, products, and yield. Dataset: the Open Reaction Database (ORD), a public repository of structured organic reaction records The reactants are ClCC(CCl)OCc1ccccc1, CN. Yields the product CN1CC(OCc2ccccc2)C1. RXN SMILES: [CH2:1]([c:2]1[cH:3][cH:4][cH:5][cH:6][cH:7]1)[O:8][CH:9]([CH2:10][Cl:13])[CH2:12][Cl:11].[CH3:14][NH2:15]>>[CH2:1]([c:2]1[cH:3][cH:4][cH:5][cH:6][cH:7]1)[O:8][CH:9]1[CH2:10][N:15]([CH3:14])[CH2:12]1. Product: NC1CCN(c2cccc(Cl)n2)CC1. Starting materials: CC(=O)NC1CCN(c2cccc(Cl)n2)CC1, Cl. Reaction SMILES: [C:1](=[O:2])([CH3:3])[NH:4][CH:5]1[CH2:6][CH2:7][N:8]([c:11]2[n:12][c:13]([Cl:17])[cH:14][cH:15][cH:16]2)[CH2:9][CH2:10]1.[ClH:18]>>[NH2:4][CH:5]1[CH2:6][CH2:7][N:8]([c:11]2[n:12][c:13]([Cl:17])[cH:14][cH:15][cH:16]2)[CH2:9][CH2:10]1. The reactants are COc1ccc(Sc2cnc(NC(C)=O)s2)cc1, CCO, Cl. Yields the product COc1ccc(Sc2cnc(N)s2)cc1. RXN SMILES: [C:1](=[O:2])([CH3:3])[NH:4][c:5]1[s:6][c:7]([S:10][c:11]2[cH:12][cH:13][c:14]([O:17][CH3:18])[cH:15][cH:16]2)[cH:8][n:9]1.[CH3:20][CH2:21][OH:22].[ClH:19]>>[NH2:4][c:5]1[s:6][c:7]([S:10][c:11]2[cH:12][cH:13][c:14]([O:17][CH3:18])[cH:15][cH:16]2)[cH:8][n:9]1. Starting materials: [Br-], CC(C)(C)[Si](OCc1cccc(Br)n1)(c1ccccc1)c1ccccc1, C1CCOC1, CCOCC, Fc1ccc([Mg+])cc1, [Pd], c1ccc(P(c2ccccc2)c2ccccc2)cc1, c1ccc(P(c2ccccc2)c2ccccc2)cc1, c1ccc(P(c2ccccc2)c2ccccc2)cc1, c1ccc(P(c2ccccc2)c2ccccc2)cc1. The product is CC(C)(C)[Si](OCc1cccc(-c2ccc(F)cc2)n1)(c1ccccc1)c1ccccc1. Reaction SMILES: [Br-:27].[Br:1][c:2]1[n:3][c:4]([CH2:8][O:9][Si:10]([c:11]2[cH:12][cH:13][cH:14][cH:15][cH:16]2)([c:17]2[cH:18][cH:19][cH:20][cH:21][cH:22]2)[C:23]([CH3:24])([CH3:25])[CH3:26])[cH:5][cH:6][cH:7]1.[CH2:41]1[O:42][CH2:43][CH2:44][CH2:45]1.[CH3:36][CH2:37][O:38][CH2:39][CH3:40].[F:28][c:29]1[cH:30][cH:31][c:32]([Mg+:35])[cH:33][cH:34]1.[Pd:46].[c:104]1([P:105]([c:106]2[cH:107][cH:108][cH:109][cH:110][cH:111]2)[c:112]2[cH:113][cH:114][cH:115][cH:116][cH:117]2)[cH:118][cH:119][cH:120][cH:121][cH:122]1.[c:47]1([P:48]([c:49]2[cH:50][cH:51][cH:52][cH:53][cH:54]2)[c:55]2[cH:56][cH:57][cH:58][cH:59][cH:60]2)[cH:61][cH:62][cH:63][cH:64][cH:65]1.[c:66]1([P:67]([c:68]2[cH:69][cH:70][cH:71][cH:72][cH:73]2)[c:74]2[cH:75][cH:76][cH:77][cH:78][cH:79]2)[cH:80][cH:81][cH:82][cH:83][cH:84]1.[c:85]1([P:86]([c:87]2[cH:88][cH:89][cH:90][cH:91][cH:92]2)[c:93]2[cH:94][cH:95][cH:96][cH:97][cH:98]2)[cH:99][cH:100][cH:101][cH:102][cH:103]1>>[c:2]1(-[c:32]2[cH:31][cH:30][c:29]([F:28])[cH:34][cH:33]2)[n:3][c:4]([CH2:8][O:9][Si:10]([c:11]2[cH:12][cH:13][cH:14][cH:15][cH:16]2)([c:17]2[cH:18][cH:19][cH:20][cH:21][cH:22]2)[C:23]([CH3:24])([CH3:25])[CH3:26])[cH:5][cH:6][cH:7]1. The solvent is CO (methanol), CO (methanol), CO (methanol). The reactants are CC(CC)=O (2-butanone), I.CSC1=N[C@H]2[C@H](N1)CCCC2 (2-methylthio-trans-3a,4,5,6,7,7a-hexahydro-1H-benzimidazole hydroiodide), C1(=CC=CC=C1)C(CN)C1=CC=CC=C1 (2,2-diphenylethylamine), Cl (HCl). Procedure: A flask containing 2-methylthio-trans-3a,4,5,6,7,7a-hexahydro-1H-benzimidazole hydroiodide (4.39 g, 1.47×10-2 mole) and 2,2-diphenylethylamine (2.90 g, 1.47×10-2 mole) was immersed in an oil bath which had been preheated to ca. 155° C. The reaction was stirred at between 155°-165° C. for 40 minutes. The resulting yellow glass was dissolved in methanol. The methanol was evaporated at reduced pressure and isopropanol was added periodically during the course of the evaporation. When the solution ha... Yields the product Cl.N1C=N[C@H]2[C@H]1CCCC2 (trans-3a,4,5,6,7,7a-hexahydro-1H-benzimidazole hydrochloride). RXN SMILES: I.CS[C:4]1[NH:8][C@@H:7]2[CH2:9][CH2:10][CH2:11][CH2:12][C@H:6]2[N:5]=1.C1(C(C2C=CC=CC=2)CN)C=CC=CC=1.[ClH:28].CC(=O)CC>CO>[ClH:28].[NH:8]1[C@@H:7]2[CH2:9][CH2:10][CH2:11][CH2:12][C@H:6]2[N:5]=[CH:4]1 |f:0.1,6.7|. Run at temperature 0 celsius, time 40 minute. Reactants: ester, C1CCOC1.CO (THF MeOH), FC(OC1=CC=C(C=C1)C=1C=C(C2=CC=CC=C2C1)OCC1=CC=C(C(=O)OC)C=C1)(F)F (Methyl 4-[({3-[4-(trifluoromethoxy)phenyl]-1-naphthyl}oxy)methyl]benzoate), LiOH monohydrate. The solvent is O (water). Product: FC(OC1=CC=C(C=C1)C=1C=C(C2=CC=CC=C2C1)OCC1=CC=C(C(=O)O)C=C1)(F)F (4-[({3-[4-(Trifluoromethoxy)phenyl]-1-naphthyl}oxy)methyl]benzoic acid). RXN SMILES: C1COCC1.CO.[F:8][C:9]([F:40])([F:39])[O:10][C:11]1[CH:16]=[CH:15][C:14]([C:17]2[CH:18]=[C:19]([O:27][CH2:28][C:29]3[CH:38]=[CH:37][C:32]([C:33]([O:35]C)=[O:34])=[CH:31][CH:30]=3)[C:20]3[C:25]([CH:26]=2)=[CH:24][CH:23]=[CH:22][CH:21]=3)=[CH:13][CH:12]=1>O>[F:8][C:9]([F:39])([F:40])[O:10][C:11]1[CH:12]=[CH:13][C:14]([C:17]2[CH:18]=[C:19]([O:27][CH2:28][C:29]3[CH:38]=[CH:37][C:32]([C:33]([OH:35])=[O:34])=[CH:31][CH:30]=3)[C:20]3[C:25]([CH:26]=2)=[CH:24][CH:23]=[CH:22][CH:21]=3)=[CH:15][CH:16]=1 |f:0.1|. Procedure: To a THF/MeOH solution (ca. 1/1, 2 mL) of the intermediate from Step C (40 mg, 0.09 mmol) was added LiOH monohydrate (20 mg, 0.49 mmol) in 1 mL water. The solution was stirred at room temperature until no ester remained by HPLC analysis. The solution was concentrated and partitioned between ethyl acetate and aqueous 1N HCl. The organic phase was washed with brine, dried over MgSO4 and filtered. The solution was then concentrated to give the title compound which was used without further purificat... RXN SMILES: [CH3:1][O:2][C:3]1[CH:8]=[CH:7][C:6]([N:9]2[C:21](=[O:22])[C:12]3=[CH:13][NH:14][C:15]4[C:20]([N:11]3[C:10]2=[O:23])=[CH:19][CH:18]=[CH:17][CH:16]=4)=[CH:5][CH:4]=1.[Br:24]Br.C(O)(=O)C>O1CCOCC1.[Zn]>[Br:24][C:18]1[CH:19]=[C:20]2[C:15]([NH:14][CH:13]=[C:12]3[C:21](=[O:22])[N:9]([C:6]4[CH:7]=[CH:8][C:3]([O:2][CH3:1])=[CH:4][CH:5]=4)[C:10](=[O:23])[N:11]32)=[CH:16][CH:17]=1. Reported procedure: To a suspension of 2-(4-Methoxyphenyl)-imidazo[1,5,a]quinoxaline-1,3(2H,5H)-dione (100 mg) in anhydrous dioxane(4 mL) was added bromine (200 mg). The reaction was stirred at 20° C. for 15 min, and was then poured directly into boiling acetic acid (50 mL) containing zinc powder (500 mg). The reaction was refluxed for 5 min and allowed to cool to room temperature. After dilution with 10% methanol/methylene chloride (100 mL), the mixture was filtered through silica gel the solvent was removed in va... Product: BrC1=CC=C2NC=C3N(C2=C1)C(N(C3=O)C3=CC=C(C=C3)OC)=O (8-Bromo-(4-methoxyphenyl)-imidazo[1,5,a]quinoxaline-1,3(2H,5H)-dione). The reactants are BrBr (bromine), COC1=CC=C(C=C1)N1C(N2C(=CNC3=CC=CC=C23)C1=O)=O (2-(4-Methoxyphenyl)-imidazo[1,5,a]quinoxaline-1,3(2H,5H)-dione), C(C)(=O)O (acetic acid). Reagents/catalysts: [Zn] (zinc). Reaction conditions: temperature 20 celsius, time 15 minute. The solvent is O1CCOCC1 (dioxane). Starting materials: CO, COC(=O)c1nc(Cl)cn(C2OC(CO)C(O)C2O)c1=O, N. Product: NC(=O)c1nc(Cl)cn(C2OC(CO)C(O)C2O)c1=O. RXN SMILES: [CH3:23][OH:24].[Cl:1][c:2]1[cH:3][n:4]([CH:13]2[O:14][CH:15]([CH2:20][OH:21])[CH:16]([OH:19])[CH:17]2[OH:18])[c:5](=[O:12])[c:6]([C:8](=[O:9])[O:10][CH3:11])[n:7]1.[NH3:22]>>[Cl:1][c:2]1[cH:3][n:4]([CH:13]2[O:14][CH:15]([CH2:20][OH:21])[CH:16]([OH:19])[CH:17]2[OH:18])[c:5](=[O:12])[c:6]([C:8](=[O:9])[NH2:22])[n:7]1. Starting materials: O=C=Nc1ccccc1, O, COC(=O)CCCC=CCC1COC(C)OC1CO, c1ccncc1. Yields the product COC(=O)CCCC=CCC1COC(C)OC1COC(=O)Nc1ccccc1. As a reaction SMILES: [O:20]=[C:21]=[N:22][c:23]1[cH:24][cH:25][cH:26][cH:27][cH:28]1.[OH2:29].[OH:1][CH2:2][CH:3]1[O:4][CH:5]([CH3:19])[O:6][CH2:7][CH:8]1[CH2:9][CH:10]=[CH:11][CH2:12][CH2:13][CH2:14][C:15](=[O:16])[O:17][CH3:18].[cH:30]1[cH:31][cH:32][n:33][cH:34][cH:35]1>>[O:1]([CH2:2][CH:3]1[O:4][CH:5]([CH3:19])[O:6][CH2:7][CH:8]1[CH2:9][CH:10]=[CH:11][CH2:12][CH2:13][CH2:14][C:15](=[O:16])[O:17][CH3:18])[C:21](=[O:20])[NH:22][c:23]1[cH:24][cH:25][cH:26][cH:27][cH:28]1.